This data is from the Open Reaction Database (ORD), a public repository of structured organic reaction records. The task is: describe an organic reaction: reactants, conditions, products, and yield Reactants: ClC=1C=C(C=CC1)\C=C/C1=CC=C(C=C1)S(=O)(=O)N1CC2=C(CC1)OC=C2 ((Z)-5-(3-chlorostilbene-4'-sulfonyl)-4,5,6,7-tetrahydrofuro[3,2-c]pyridin), N1CCCC1 (pyrrolidine), C=O (formaldehyde). The solvent is C(C)(=O)O (acetic acid). Conditions: temperature 100 celsius, time 1 hour. The product is ClC=1C=C(C=CC1)\C=C/C1=CC=C(C=C1)S(=O)(=O)N1CC2=C(CC1)OC(=C2)CN2CCCC2 ((Z)-5-(3-chlorostilbene-4'-sulfonyl)-2-(1-pyrrolidinylmethyl)-4,5,6,7-tetrahydrofuro[3,2-c]pyridine). As a reaction SMILES: [Cl:1][C:2]1[CH:3]=[C:4](/[CH:8]=[CH:9]\[C:10]2[CH:15]=[CH:14][C:13]([S:16]([N:19]3[CH2:24][CH2:23][C:22]4[O:25][CH:26]=[CH:27][C:21]=4[CH2:20]3)(=[O:18])=[O:17])=[CH:12][CH:11]=2)[CH:5]=[CH:6][CH:7]=1.[NH:28]1[CH2:32][CH2:31][CH2:30][CH2:29]1.[CH2:33]=O>C(O)(=O)C>[Cl:1][C:2]1[CH:3]=[C:4](/[CH:8]=[CH:9]\[C:10]2[CH:15]=[CH:14][C:13]([S:16]([N:19]3[CH2:24][CH2:23][C:22]4[O:25][C:26]([CH2:33][N:28]5[CH2:32][CH2:31][CH2:30][CH2:29]5)=[CH:27][C:21]=4[CH2:20]3)(=[O:17])=[O:18])=[CH:12][CH:11]=2)[CH:5]=[CH:6][CH:7]=1. Procedure: To a solution of 0.666 g (1.665 mmol) of (Z)-5-(3-chlorostilbene-4'-sulfonyl)-4,5,6,7-tetrahydrofuro[3,2-c]pyridin in 10 ml of acetic acid, 0.21 ml (2.5 mmol) of pyrrolidine and 0.20 g (2.5 mmol) of 37% aqueous formaldehyde were added, followed by stirring at 100° C. for 1 hour. After the solvent was distilled off under reduced pressure, the residual solution was alkalified with aqueous sodium hydroxide and extracted with ethyl acetate 3 times. The combined organic layer was dried over anhydrous... The reactants are FC1=CC=C(C=C1)CCCC(=O)Cl (4-(4-fluorophenyl)butyryl chloride), [Cl-].[Al+3].[Cl-].[Cl-] (aluminum chloride), Cl (HCl), ice water. The solvent is C(=S)=S (carbon disulfide), C(=S)=S (carbon disulfide). Yields the product FC1=CC=C2CCCC(C2=C1)=O (7-fluoro-1-tetralone). Reaction SMILES: [Cl-].[Al+3].[Cl-].[Cl-].[F:5][C:6]1[CH:11]=[CH:10][C:9]([CH2:12][CH2:13][CH2:14][C:15](Cl)=[O:16])=[CH:8][CH:7]=1.Cl>C(=S)=S>[F:5][C:6]1[CH:11]=[C:10]2[C:9]([CH2:12][CH2:13][CH2:14][C:15]2=[O:16])=[CH:8][CH:7]=1 |f:0.1.2.3|. Procedure details: To a mixture of aluminum chloride (66 g, 0.50 mol) in carbon disulfide (600 mL) was added dropwise a solution of 4-(4-fluorophenyl)butyryl chloride (75.3 g, 0.37 mole) in carbon disulfide (260 mL) keeping the internal temperature below 10° C. After refluxing for 0.5 h, the reaction mixture was poured into a mixture of concentrated HCl (50 mL) and ice water (800 mL). The mixture was filtered and extracted with diethyl ether. The diethyl ether extracts were dried and concentrated it7 vacuo to give... Starting materials: COc1cc(Cl)c(CNC(=O)C(CCBr)C2CCCCC2)c(Cl)c1, C1CCOC1, CCOC(C)=O, CCN(C(C)C)C(C)C. The product is COc1cc(Cl)c(CN2CCC(C3CCCCC3)C2=O)c(Cl)c1. RXN SMILES: [Br:1][CH2:2][CH2:3][CH:4]([C:5](=[O:6])[NH:7][CH2:8][c:9]1[c:10]([Cl:18])[cH:11][c:12]([O:16][CH3:17])[cH:13][c:14]1[Cl:15])[CH:19]1[CH2:20][CH2:21][CH2:22][CH2:23][CH2:24]1.[CH2:34]1[O:35][CH2:36][CH2:37][CH2:38]1.[CH2:39]([O:40][C:41](=[O:42])[CH3:43])[CH3:44].[CH:25]([N:26]([CH:27]([CH3:28])[CH3:29])[CH2:30][CH3:31])([CH3:32])[CH3:33]>>[CH2:2]1[CH2:3][CH:4]([CH:19]2[CH2:20][CH2:21][CH2:22][CH2:23][CH2:24]2)[C:5](=[O:6])[N:7]1[CH2:8][c:9]1[c:10]([Cl:18])[cH:11][c:12]([O:16][CH3:17])[cH:13][c:14]1[Cl:15]. Starting materials: ClC1=C(C=C(C(=O)N(C)C2=C(C=CC=C2)O)C=C1)B1OC(C(O1)(C)C)(C)C (4-chloro-N-(2-hydroxy-phenyl)-N-methyl-3-(4,4,5,5-tetramethyl-[1,3,2]dioxaborolan-2-yl)-benzamide), BrC=1C(=CC(=NC1)Cl)C (5-bromo-2-chloro-4-methyl-pyridine), C(=O)([O-])[O-].[K+].[K+] (K2CO3). Reagents/catalysts: C=1C=CC(=CC1)[P](C=2C=CC=CC2)(C=3C=CC=CC3)[Pd]([P](C=4C=CC=CC4)(C=5C=CC=CC5)C=6C=CC=CC6)([P](C=7C=CC=CC7)(C=8C=CC=CC8)C=9C=CC=CC9)[P](C=1C=CC=CC1)(C=1C=CC=CC1)C=1C=CC=CC1 (Pd(PPh3)4). The solvent is O1CCOCC1 (dioxane). Run at temperature 100 celsius. Yields the product ClC1=C(C=C(C(=O)N(C)C2=C(C=CC=C2)O)C=C1)C=1C=NC(=CC1C)Cl (4-chloro-3-(6-chloro-4-methyl-pyridin-3-yl)-N-(2-hydroxy-phenyl)-N-methyl-benzamide). Isolated yield 119.2%. Reaction SMILES: [Cl:1][C:2]1[CH:18]=[CH:17][C:5]([C:6]([N:8]([C:10]2[CH:15]=[CH:14][CH:13]=[CH:12][C:11]=2[OH:16])[CH3:9])=[O:7])=[CH:4][C:3]=1B1OC(C)(C)C(C)(C)O1.Br[C:29]1[C:30]([CH3:36])=[CH:31][C:32]([Cl:35])=[N:33][CH:34]=1.C([O-])([O-])=O.[K+].[K+]>O1CCOCC1.C1C=CC([P]([Pd]([P](C2C=CC=CC=2)(C2C=CC=CC=2)C2C=CC=CC=2)([P](C2C=CC=CC=2)(C2C=CC=CC=2)C2C=CC=CC=2)[P](C2C=CC=CC=2)(C2C=CC=CC=2)C2C=CC=CC=2)(C2C=CC=CC=2)C2C=CC=CC=2)=CC=1>[Cl:1][C:2]1[CH:18]=[CH:17][C:5]([C:6]([N:8]([C:10]2[CH:15]=[CH:14][CH:13]=[CH:12][C:11]=2[OH:16])[CH3:9])=[O:7])=[CH:4][C:3]=1[C:29]1[CH:34]=[N:33][C:32]([Cl:35])=[CH:31][C:30]=1[CH3:36] |f:2.3.4,^1:52,54,73,92|. Reported procedure: A mixture of 4-chloro-N-(2-hydroxy-phenyl)-N-methyl-3-(4,4,5,5-tetramethyl-[1,3,2]dioxaborolan-2-yl)-benzamide (100 mg, 0.26 mmol, Step 8A), 5-bromo-2-chloro-4-methyl-pyridine (200 mg, 0.52 mmol), Pd(PPh3)4 (30 mg, 0.026 mmol), K2CO3 (180 mg, 1.3 mmol) in dioxane (2.5 mL), was heated at 100° C. for 12 hrs. The mixture was dried in vacuo in the presence of silica gel and directly chromatographed on silica gel (eluent: ethyl acetate/hexane (1/4 up to 2/3)) to yield 4-chloro-3-(6-chloro-4-methyl-py... Reactants: COC(C(C1=CC=C(C=C1)OCC(=O)C1=CC=CC2=CC=CC=C12)=O)=O (4-[2-(1-naphthalenyl)-2-oxoethoxy]-alpha-oxobenzeneacetic acid methyl ester), [OH-].[Na+] (sodium hydroxide), O (water). Solvent: CO (methanol), O1CCCC1 (tetrahydrofuran). Yields the product C1(=CC=CC2=CC=CC=C12)C(COC1=CC=C(C=C1)C(C(=O)O)=O)=O (4-[2-(1-naphthalenyl)-2-oxoethoxy]-alpha-oxobenzeneacetic acid). Yield: 51.3%. Reaction SMILES: C[O:2][C:3](=[O:26])[C:4](=[O:25])[C:5]1[CH:10]=[CH:9][C:8]([O:11][CH2:12][C:13]([C:15]2[C:24]3[C:19](=[CH:20][CH:21]=[CH:22][CH:23]=3)[CH:18]=[CH:17][CH:16]=2)=[O:14])=[CH:7][CH:6]=1.[OH-].[Na+].O>CO.O1CCCC1>[C:15]1([C:13](=[O:14])[CH2:12][O:11][C:8]2[CH:9]=[CH:10][C:5]([C:4](=[O:25])[C:3]([OH:26])=[O:2])=[CH:6][CH:7]=2)[C:24]2[C:19](=[CH:20][CH:21]=[CH:22][CH:23]=2)[CH:18]=[CH:17][CH:16]=1 |f:1.2|. Procedure details: To a hot solution of 4-[2-(1-naphthalenyl)-2-oxoethoxy]-alpha-oxobenzeneacetic acid methyl ester (0.128 g) in methanol (3 mL) and tetrahydrofuran (0.5 mL) was added 1N sodium hydroxide (0.8 mL) followed by water (15 mL). The solvents were removed under reduced pressure, then the solution was acidified with 1N hydrochloric acid (1 mL) and extracted with dichloromethane (1×20 mL, 1×10 mL). The combined organic layers were washed with water, dried (MgSO4) and evaporated and the resulting yellow sol... The reactants are CN(C)C=O, ClC(Cl)Cl, O=C(Cl)C(=O)Cl, OC1CN2CCC1CC2, O=C(O)C(=O)c1cccs1. The product is O=C(OC1CN2CCC1CC2)C(=O)c1cccs1. As a reaction SMILES: [CH3:17][N:18]([CH3:19])[CH:20]=[O:21].[CH:31]([Cl:32])([Cl:33])[Cl:34].[Cl:1][C:2]([C:3]([Cl:4])=[O:5])=[O:6].[N:22]12[CH2:23][CH:24]([OH:30])[CH:25]([CH2:26][CH2:27]1)[CH2:28][CH2:29]2.[O:7]=[C:8]([C:9](=[O:10])[OH:11])[c:12]1[s:13][cH:14][cH:15][cH:16]1>>[O:7]=[C:8]([C:9]([O:10][CH:24]1[CH2:23][N:22]2[CH2:27][CH2:26][CH:25]1[CH2:28][CH2:29]2)=[O:11])[c:12]1[s:13][cH:14][cH:15][cH:16]1. Starting materials: BrC=1C=C2CCC(C2=CC1)(C)N ((rac)-5-bromo-1-methyl-indan-1-ylamine), FC(C(=O)NC1(CC1)C(=O)O)(F)F (1-(2,2,2-trifluoroacetamido)cyclopropanecarboxylic acid). The product is BrC=1C=C2CCC(C2=CC1)(C)NC(=O)C1(CC1)NC(C(F)(F)F)=O (1-(2,2,2-Trifluoro-acetylamino)-cyclopropanecarboxylic acid ((rac)-5-bromo-1-methyl-indan-1-yl)-amide). Reaction SMILES: [Br:1][C:2]1[CH:3]=[C:4]2[C:8](=[CH:9][CH:10]=1)[C:7]([NH2:12])([CH3:11])[CH2:6][CH2:5]2.[F:13][C:14]([F:25])([F:24])[C:15]([NH:17][C:18]1([C:21](O)=[O:22])[CH2:20][CH2:19]1)=[O:16]>>[Br:1][C:2]1[CH:3]=[C:4]2[C:8](=[CH:9][CH:10]=1)[C:7]([NH:12][C:21]([C:18]1([NH:17][C:15](=[O:16])[C:14]([F:13])([F:24])[F:25])[CH2:19][CH2:20]1)=[O:22])([CH3:11])[CH2:6][CH2:5]2. Procedure: In analogy to the procedure described for the preparation of intermediate A-1 [B], (rac)-5-bromo-1-methyl-indan-1-ylamine has been coupled with 1-(2,2,2-trifluoroacetamido)cyclopropanecarboxylic acid (intermediate A-1 [A]) to yield the title compound as light brown solid. MS: 402.9 (M−H−, 1Br). The product is CC1=C(C(=CC(=C1)OCC(F)(F)F)C)CC(=O)O (2,6-Dimethyl-4-trifluoroethoxyphenylacetic acid). As a reaction SMILES: [H-].[Na+].[CH2:3]([OH:8])[C:4]([F:7])([F:6])[F:5].[CH3:9][C:10]1[CH:15]=[C:14](Br)[CH:13]=[C:12]([CH3:17])[C:11]=1[CH2:18][C:19]([O:21]C)=[O:20]>CN(C=O)C.[Cu]I>[CH3:17][C:12]1[CH:13]=[C:14]([O:8][CH2:3][C:4]([F:7])([F:6])[F:5])[CH:15]=[C:10]([CH3:9])[C:11]=1[CH2:18][C:19]([OH:21])=[O:20] |f:0.1|. Reactants: CC1=C(C(=CC(=C1)Br)C)CC(=O)OC (methyl 2,6-dimethyl-4-bromophenylacetate), C(C(F)(F)F)O (trifluoroethanol), [H-].[Na+] (sodium hydride). Reported procedure: 18.05 g (451 mmol) of sodium hydride are initially charged in 500 ml of DMF. 41.05 g (410 mmol) of trifluoroethanol are added dropwise, after the evolution of gas has ended 15.63 g (82 mmol) of copper(I) iodide are added, a solution of 21.10 g (82 mmol) of methyl 2,6-dimethyl-4-bromophenylacetate in 100 ml of DMF is slowly added dropwise and the mixture is boiled at reflux for 2.5 h. The reagents and catalysts are [Cu]I (copper(I) iodide). Solvent: CN(C)C=O (DMF), CN(C)C=O (DMF). Reactants: CC(=O)O, CC(=O)Oc1ccc(CCO)cc1, CC(=O)OC(C)=O, CC(=O)O, O=P(O)(O)O. Product: C=Cc1ccc(OC(C)=O)cc1. RXN SMILES: [C:1]([OH:2])(=[O:3])[CH3:4].[C:5]([CH3:6])(=[O:7])[O:8][c:9]1[cH:10][cH:11][c:12]([CH2:15][CH2:16][OH:17])[cH:13][cH:14]1.[CH3:18][C:19]([O:20][C:21](=[O:22])[CH3:23])=[O:24].[CH3:30][C:31](=[O:32])[OH:33].[P:25](=[O:26])([OH:27])([OH:28])[OH:29]>>[C:5]([CH3:6])(=[O:7])[O:8][c:9]1[cH:10][cH:11][c:12]([CH:15]=[CH2:16])[cH:13][cH:14]1. Starting materials: C(C1=CC=CC=C1)ON1[C@@H]2CC[C@H](N(C1=O)C2)C2=NN=C(S2)C2CCN(CC2)C(=O)OC(C)(C)C (tert-butyl 4-(5-((2S,5R)-6-(benzyloxy)-7-oxo-1,6-diaza-bicyclo[3.2.1]octan-2-yl)-1,3,4-thiadiazol-2-yl)piperidine-1-carboxylate). The reagents and catalysts are [OH-].[OH-].[Pd+2] (Pd(OH)2/C). The solvent is C1CCOC1 (THF). Conditions: time 3 hour. Yields the product ON1[C@@H]2CC[C@H](N(C1=O)C2)C2=NN=C(S2)C2CCN(CC2)C(=O)OC(C)(C)C (tert-butyl 4-(5-((2S,5R)-6-hydroxy-7-oxo-1,6-diaza-bicyclo[3.2.1]octan-2-yl)-1,3,4-thiadiazol-2-yl)piperidine-1-carboxylate). As a reaction SMILES: C([O:8][N:9]1[C:15](=[O:16])[N:14]2[CH2:17][C@H:10]1[CH2:11][CH2:12][C@H:13]2[C:18]1[S:22][C:21]([CH:23]2[CH2:28][CH2:27][N:26]([C:29]([O:31][C:32]([CH3:35])([CH3:34])[CH3:33])=[O:30])[CH2:25][CH2:24]2)=[N:20][N:19]=1)C1C=CC=CC=1>C1COCC1.[OH-].[OH-].[Pd+2]>[OH:8][N:9]1[C:15](=[O:16])[N:14]2[CH2:17][C@H:10]1[CH2:11][CH2:12][C@H:13]2[C:18]1[S:22][C:21]([CH:23]2[CH2:24][CH2:25][N:26]([C:29]([O:31][C:32]([CH3:35])([CH3:34])[CH3:33])=[O:30])[CH2:27][CH2:28]2)=[N:20][N:19]=1 |f:2.3.4|. Reported procedure: To a solution of tert-butyl 4-(5-((2S,5R)-6-(benzyloxy)-7-oxo-1,6-diaza-bicyclo[3.2.1]octan-2-yl)-1,3,4-thiadiazol-2-yl)piperidine-1-carboxylate (120 mg, 0.24 mmol) in THF (30 mL) was added 10% Pd(OH)2/C (200 mg). The mixture was stirred under H2 atmosphere at rt for 3 h, filtered and concentrated to afford tert-butyl 4-(5-((2S,5R)-6-hydroxy-7-oxo-1,6-diaza-bicyclo[3.2.1]octan-2-yl)-1,3,4-thiadiazol-2-yl)piperidine-1-carboxylate as a yellow solid, which was directly used in the next step. ESI-MS...